Dataset: the Open Reaction Database (ORD), a public repository of structured organic reaction records. Task: describe an organic reaction: reactants, conditions, products, and yield Reported procedure: A solution of m-chloroperbenzoic acid (2.03 g) in chloroform (30 ml) was added dropwise to a solution of 2,2,2-trichloroethyl-2-chloromethyl-2-methyl-6-(2-phenylacetamido)penam-3-carboxylate (5.0 g) in chloroform (40 ml) at -10°--5° C. under stirring, and then the mixture was stirred at -10°--5° C. for 1 hour. After the solid was filtered off, the filtrate was washed with a saturated sodium becarbonate aqueous solution and water, in turn, and then dried over magnesium sulfate. After removal of s... Yield: 79.5%. As a reaction SMILES: ClC1C=CC=C(C(OO)=[O:9])C=1.[Cl:12][C:13]([Cl:40])([Cl:39])[CH2:14][O:15][C:16]([CH:18]1[N:22]2[C:23](=[O:35])[CH:24]([NH:25][C:26](=[O:34])[CH2:27][C:28]3[CH:33]=[CH:32][CH:31]=[CH:30][CH:29]=3)[C@H:21]2[S:20][C:19]1([CH2:37][Cl:38])[CH3:36])=[O:17]>C(Cl)(Cl)Cl>[Cl:38][CH2:37][C:19]1([CH3:36])[CH:18]([C:16]([O:15][CH2:14][C:13]([Cl:39])([Cl:12])[Cl:40])=[O:17])[N:22]2[C:23](=[O:35])[CH:24]([NH:25][C:26](=[O:34])[CH2:27][C:28]3[CH:33]=[CH:32][CH:31]=[CH:30][CH:29]=3)[C@H:21]2[S:20]1=[O:9]. The product is ClCC1(S([C@H]2N(C1C(=O)OCC(Cl)(Cl)Cl)C(C2NC(CC2=CC=CC=C2)=O)=O)=O)C (2,2,2-trichloroethyl 2-chloromethyl-2-methyl-6-(2-phenylacetamido)penam-3-carboxylate-1-oxide). Solvent: C(Cl)(Cl)Cl (chloroform), C(Cl)(Cl)Cl (chloroform). Starting materials: ClC1=CC(=CC=C1)C(=O)OO (m-chloroperbenzoic acid), ClC(COC(=O)C1C(S[C@H]2N1C(C2NC(CC2=CC=CC=C2)=O)=O)(C)CCl)(Cl)Cl (2,2,2-trichloroethyl-2-chloromethyl-2-methyl-6-(2-phenylacetamido)penam-3-carboxylate).